From a dataset of the Open Reaction Database (ORD), a public repository of structured organic reaction records. describe an organic reaction: reactants, conditions, products, and yield Starting materials: C(C)C(=O)C (methyl ethyl ketone), C1(CCCC2=CC=CC=C12)NC(=O)N (1,2,3,4-tetrahydro-1-naphthylurea), cobaltous acetate tetrahydrate, Br (hydrobromic acid), O=O (oxygen). The solvent is O (water), C(C)(=O)O (acetic acid), C(C)(=O)O (acetic acid). Yields the product O=C1CCC(C2=CC=CC=C12)NC(=O)N (1,2,3,4-Tetrahydro-4-oxo-1-naphthylurea). As a reaction SMILES: [CH:1]1([NH:11][C:12]([NH2:14])=[O:13])[C:10]2[C:5](=[CH:6][CH:7]=[CH:8][CH:9]=2)[CH2:4][CH2:3][CH2:2]1.Br.C(C(C)=[O:19])C.O=O>C(O)(=O)C.O>[O:19]=[C:4]1[C:5]2[C:10](=[CH:9][CH:8]=[CH:7][CH:6]=2)[CH:1]([NH:11][C:12]([NH2:14])=[O:13])[CH2:2][CH2:3]1. Procedure: A mixture of 1,2,3,4-tetrahydro-1-naphthylurea (1.9 g), cobaltous acetate tetrahydrate (1.08 g), 30% hydrobromic acid in acetic acid (0.9 ml) and a 1:1 mixture of methyl ethyl ketone: acetic acid (30 ml) is shaken in a pressure vessel under 31 psig of oxygen for 7.5 hours. The vessel is then vented, the contents are mixed with an equal volume of water and extracted with chloroform (2×25 ml). The combined chloroform extracts are dried over anhydrous magnesium sulfate and evaporated to dryness in ...